This data is from the Open Reaction Database (ORD), a public repository of structured organic reaction records. The task is: describe an organic reaction: reactants, conditions, products, and yield The reactants are OCc1cccnc1Br, CI, [H-], [Na+], C1CCOC1. The product is COCc1cccnc1Br. RXN SMILES: [Br:1][c:2]1[n:3][cH:4][cH:5][cH:6][c:7]1[CH2:8][OH:9].[CH3:12][I:13].[H-:10].[Na+:11].[O:14]1[CH2:15][CH2:16][CH2:17][CH2:18]1>>[Br:1][c:2]1[n:3][cH:4][cH:5][cH:6][c:7]1[CH2:8][O:9][CH3:12]. Starting materials: CCOC(=O)c1c(CC)nn2ccc3c(c12)C(CC#N)CC3, CCO, [Co], N. Yields the product CCOC(=O)c1c(CC)nn2ccc3c(c12)C(CCN)CC3. Reaction SMILES: [C:1](#[N:2])[CH2:3][CH:4]1[CH2:5][CH2:6][c:7]2[c:8]1[c:9]1[n:10]([cH:11][cH:12]2)[n:13][c:14]([CH2:21][CH3:22])[c:15]1[C:16](=[O:17])[O:18][CH2:19][CH3:20].[CH2:23]([OH:24])[CH3:25].[Co:27].[NH3:26]>>[CH2:1]([NH2:2])[CH2:3][CH:4]1[CH2:5][CH2:6][c:7]2[c:8]1[c:9]1[n:10]([cH:11][cH:12]2)[n:13][c:14]([CH2:21][CH3:22])[c:15]1[C:16](=[O:17])[O:18][CH2:19][CH3:20]. The reactants are ClC1=NC2=CC=C(C=C2C=C1C=O)C (2-chloro-6-methylquinoline-3-carbaldehyde), C(C)N (ethylamine), C(=O)(O)[O-].[Na+] (NaHCO3), Cl (HCl). Solvent: O1CCOCC1 (dioxane), C1CCOC1 (THF). Conditions: temperature 160 celsius. The product is C(C)NC1=NC2=CC=C(C=C2C=C1C=O)C (2-(Ethylamino)-6-methylquinoline-3-carbaldehyde). Yield: 54.0%. As a reaction SMILES: Cl[C:2]1[C:11]([CH:12]=[O:13])=[CH:10][C:9]2[C:4](=[CH:5][CH:6]=[C:7]([CH3:14])[CH:8]=2)[N:3]=1.[CH2:15]([NH2:17])[CH3:16].Cl.C([O-])(O)=O.[Na+]>O1CCOCC1.C1COCC1>[CH2:15]([NH:17][C:2]1[C:11]([CH:12]=[O:13])=[CH:10][C:9]2[C:4](=[CH:5][CH:6]=[C:7]([CH3:14])[CH:8]=2)[N:3]=1)[CH3:16] |f:3.4|. Procedure details: To a solution of 2-chloro-6-methylquinoline-3-carbaldehyde (1.0 g, 4.86 mmol) in dioxane (10 mL) in a 20 mL microwave vial was added ethylamine (4 mL, 70% in water) and the resulting mixture was heated at 160° C. under microwave irradiation for 45 min. After cooling to RT, the mixture was poured into a solution THF:1 N HCl=1:1 (25 mL) and stirred for 25 min at RT. The mixture was neutralized until pH=7 with a saturated solution of NaHCO3 and extracted with CH2Cl2 (50 mL). The organic layer was w... The reactants are CC(=O)c1cc2cccc(-c3cc(C(C)C)cc(C(C)C)c3OCCCF)c2o1, CCOC(=O)CP(=O)(OCC)OCC, [H-], [Na+], CN(C)C=O, O. Yields the product CCOC(=O)C=C(C)c1cc2cccc(-c3cc(C(C)C)cc(C(C)C)c3OCCCF)c2o1. As a reaction SMILES: [C:17]([CH3:18])(=[O:19])[c:20]1[cH:21][c:22]2[c:23]([o:24]1)[c:25](-[c:29]1[c:30]([O:41][CH2:42][CH2:43][CH2:44][F:45])[c:31]([CH:38]([CH3:39])[CH3:40])[cH:32][c:33]([CH:35]([CH3:36])[CH3:37])[cH:34]1)[cH:26][cH:27][cH:28]2.[CH3:3][CH2:4][O:5][C:6](=[O:7])[CH2:8][P:9]([O:10][CH2:11][CH3:12])([O:13][CH2:14][CH3:15])=[O:16].[H-:2].[Na+:1].[O:47]=[CH:48][N:49]([CH3:50])[CH3:51].[OH2:46]>>[CH3:3][CH2:4][O:5][C:6](=[O:7])[CH:8]=[C:17]([CH3:18])[c:20]1[cH:21][c:22]2[c:23]([o:24]1)[c:25](-[c:29]1[c:30]([O:41][CH2:42][CH2:43][CH2:44][F:45])[c:31]([CH:38]([CH3:39])[CH3:40])[cH:32][c:33]([CH:35]([CH3:36])[CH3:37])[cH:34]1)[cH:26][cH:27][cH:28]2.